This data is from the Open Reaction Database (ORD), a public repository of structured organic reaction records. The task is: describe an organic reaction: reactants, conditions, products, and yield The reactants are Cl.OC=1C(=NC=C(C1)CO)C (3-hydroxy-5-hydroxymethyl-2-methylpyridine hydrochloride), C1(=CC=CS1)C(=O)Cl (2-thenoyl chloride), ice water. Procedure details: To a solution of 0.9 g of 3-hydroxy-5-hydroxymethyl-2-methylpyridine hydrochloride in 5 ml. of pyridine was added dropwise 0.7 g. of 2-thenoyl chloride under cooling. The resulting mixture was stirred overnight, poured into ice-water and then extracted with chloroform. The extract was washed with water, dried over anhydrous sodium sulfate and the solvent was distilled off to give an oily substance. This substance was purified by silica gel chromatography to give 0.75 g. of the desired product. m... Product: OCC=1C=C(C(=NC1)C)OC(C1=CC=CS1)=O (5-Hydroxymethyl-2-methyl-3-(2-thenoyloxy)pyridine). Reaction conditions: time 8 hour. As a reaction SMILES: Cl.[OH:2][C:3]1[C:4]([CH3:11])=[N:5][CH:6]=[C:7]([CH2:9][OH:10])[CH:8]=1.[C:12]1([C:17](Cl)=[O:18])[S:16][CH:15]=[CH:14][CH:13]=1>N1C=CC=CC=1>[OH:10][CH2:9][C:7]1[CH:8]=[C:3]([O:2][C:17](=[O:18])[C:12]2[S:16][CH:15]=[CH:14][CH:13]=2)[C:4]([CH3:11])=[N:5][CH:6]=1 |f:0.1|. Solvent: N1=CC=CC=C1 (pyridine). Starting materials: CCC1(C)Oc2ccc(N=C=S)cc2O1, CNN, CCO. Product: CCC1(C)Oc2ccc(NC(=S)N(C)N)cc2O1. As a reaction SMILES: [CH2:1]([CH3:2])[C:3]1([CH3:15])[O:4][c:5]2[c:6]([cH:8][cH:9][c:10]([N:12]=[C:13]=[S:14])[cH:11]2)[O:7]1.[CH3:16][NH:17][NH2:18].[CH3:19][CH2:20][OH:21]>>[CH2:1]([CH3:2])[C:3]1([CH3:15])[O:4][c:5]2[c:6]([cH:8][cH:9][c:10]([NH:12][C:13](=[S:14])[N:17]([CH3:16])[NH2:18])[cH:11]2)[O:7]1. The reactants are CC(C)(C)OC(=O)N1CCC(C(=O)O)CC1, CCN=C=NCCCN(C)C, CCN(C(C)C)C(C)C, ClCCl, NCc1ccccc1C(F)(F)F, CN(C)C=O, On1nnc2ccccc21. Yields the product CC(C)(C)OC(=O)N1CCC(C(=O)NCc2ccccc2C(F)(F)F)CC1. As a reaction SMILES: [CH3:1][C:2]([CH3:3])([CH3:4])[O:5][C:6](=[O:7])[N:8]1[CH2:9][CH2:10][CH:11]([C:14](=[O:15])[OH:16])[CH2:12][CH2:13]1.[CH3:29][CH2:30][N:31]=[C:32]=[N:33][CH2:34][CH2:35][CH2:36][N:37]([CH3:38])[CH3:39].[CH:50]([N:51]([CH:52]([CH3:53])[CH3:54])[CH2:55][CH3:56])([CH3:57])[CH3:58].[Cl:59][CH2:60][Cl:61].[F:17][C:18]([c:19]1[c:20]([CH2:25][NH2:26])[cH:21][cH:22][cH:23][cH:24]1)([F:27])[F:28].[O:62]=[CH:63][N:64]([CH3:65])[CH3:66].[OH:40][n:41]1[c:42]2[c:43]([cH:44][cH:45][cH:46][cH:47]2)[n:48][n:49]1>>[CH3:1][C:2]([CH3:3])([CH3:4])[O:5][C:6](=[O:7])[N:8]1[CH2:9][CH2:10][CH:11]([C:14](=[O:16])[NH:26][CH2:25][c:20]2[c:19]([C:18]([F:17])([F:27])[F:28])[cH:24][cH:23][cH:22][cH:21]2)[CH2:12][CH2:13]1. Starting materials: CC1(NC2=CC=CC=C2CC1)C (1,2,3,4-tetrahydro-2,2-dimethylquinoline), C(C)C1(NC2=CC=CC=C2C=C1)CC (2,2-diethyl-1,2-dihydroquinoline). Reagents/catalysts: [Pd] (Pd/C). Solvent: hexanes, CCOC(=O)C (EtOAc), CCOC(=O)C (EtOAc). The product is C(C)C1(NC2=CC=CC=C2CC1)CC (2,2-diethyl-1,2,3,4-tetrahydroquinoline). Yield: 70.4%. RXN SMILES: CC1(C)CCC2C(=CC=CC=2)N1.[CH2:13]([C:15]1([CH2:25][CH3:26])[CH:24]=[CH:23][C:22]2[C:17](=[CH:18][CH:19]=[CH:20][CH:21]=2)[NH:16]1)[CH3:14]>CCOC(C)=O.[Pd]>[CH2:25]([C:15]1([CH2:13][CH3:14])[CH2:24][CH2:23][C:22]2[C:17](=[CH:18][CH:19]=[CH:20][CH:21]=2)[NH:16]1)[CH3:26]. Procedure: This compound was prepared in a manner similar to that described for 1,2,3,4-tetrahydro-2,2-dimethylquinoline (structure 18 of Scheme III, where R1 =R2 =Me) from 2,2-diethyl-1,2-dihydroquinoline (1.46 g, 7.80 mmol) and 10% Pd/C (146 mg, 10% by weight) in EtOAc (18.7 mL) to afford 1.04 g (70%) 2,2-diethyl-1,2,3,4-tetrahydroquinoline after flash chromatography (hexanes:EtOAc, 97:3). Data for 2,2-diethyl-1,2,3,4-tetrahydroquinoline: Rf 0.43 (24:1 hexanes:ethyl acetate); 1H NMR (400 MHz, CDCl3) 6.90... Reactants: C(C1=CC=CC=C1)[C@@H](C(=O)N1CCC(CC1)OC1=CC(=C(C=C1)F)F)NC(OC(C)(C)C)=O (tert-Butyl (1S)-1-benzyl-2-[4-(3,4-difluorophenoxy)-1-piperidinyl]-2-oxoethylcarbamate), FC(C(=O)O)(F)F (trifluoroacetic acid). Run in ClCCl (dichloromethane). The product is C(C1=CC=CC=C1)[C@@H](C(=O)N1CCC(CC1)OC1=CC(=C(C=C1)F)F)N ((1S)-1-Benzyl-2-[4-(3,4-difluorophenoxy)-1-piperidinyl]-2-oxoethylamine). Yield: 106.5%. As a reaction SMILES: [CH2:1]([C@H:8]([NH:26]C(=O)OC(C)(C)C)[C:9]([N:11]1[CH2:16][CH2:15][CH:14]([O:17][C:18]2[CH:23]=[CH:22][C:21]([F:24])=[C:20]([F:25])[CH:19]=2)[CH2:13][CH2:12]1)=[O:10])[C:2]1[CH:7]=[CH:6][CH:5]=[CH:4][CH:3]=1.FC(F)(F)C(O)=O>ClCCl>[CH2:1]([C@H:8]([NH2:26])[C:9]([N:11]1[CH2:12][CH2:13][CH:14]([O:17][C:18]2[CH:23]=[CH:22][C:21]([F:24])=[C:20]([F:25])[CH:19]=2)[CH2:15][CH2:16]1)=[O:10])[C:2]1[CH:7]=[CH:6][CH:5]=[CH:4][CH:3]=1. Procedure: The product from Example 5, Step (a) (1.2 g) was dissolved in dichloromethane (10 ml) and trifluoroacetic acid (5 ml) was added. After 1 hr at room temperature the solution was evaporated and aqueous NaOH (2M) added. The product was extracted with ethyl acetate, the combined organic extracts dried, filtered and concentrated to give the sub-title product as an oil (1 g).